Dataset: the Open Reaction Database (ORD), a public repository of structured organic reaction records. Task: describe an organic reaction: reactants, conditions, products, and yield Starting materials: ClC=1N(C(=CC1)Cl)CC(=O)OC (methyl (2,5-dichloro-1H-pyrrol-1-yl)acetate), CN (methylamine). Reaction conditions: time 8 hour. Product: ClC=1N(C(=CC1)Cl)CC(=O)NC ((2,5-Dichloro-1H-pyrrol-1-yl)-N-methylacetamide). RXN SMILES: [Cl:1][C:2]1[N:3]([CH2:8][C:9]([O:11]C)=O)[C:4]([Cl:7])=[CH:5][CH:6]=1.[CH3:13][NH2:14]>>[Cl:1][C:2]1[N:3]([CH2:8][C:9]([NH:14][CH3:13])=[O:11])[C:4]([Cl:7])=[CH:5][CH:6]=1. Reported procedure: A mixture of methyl (2,5-dichloro-1H-pyrrol-1-yl)acetate (1.04 g) and methylamine (5 cm3, 33% solution in ethanol) was allowed to stand at room temperature overnight. The solvent was then evaporated and the residue crystallised from isopropanol to give the title compound (0.65 g) m.p. 193°-4° C. Reactants: C1(C=CC(C2=CC=CC=C12)=O)=O (1,4-naphthoquinone), C(CCCCCCCCCCCCCCC)N1C=CC=C1 (N-hexadecylpyrrole), C1(=CC=C(C=C1)S(=O)(=O)O)C (para-toluenesulphonic acid). The solvent is C(Cl)(Cl)Cl (chloroform), C(Cl)(Cl)Cl (chloroform). Yields the product C(CCCCCCCCCCCCCCC)N1C(=CC=C1)C=1C(C2=CC=CC=C2C(C1)=O)=O (2-(1-hexadecyl-1H-pyrrol-2-yl)-[1,4]-naphthoquinone). Isolated yield 41.0%. As a reaction SMILES: [C:1]1(=[O:12])[C:10]2[C:5](=[CH:6][CH:7]=[CH:8][CH:9]=2)[C:4](=[O:11])[CH:3]=[CH:2]1.[CH2:13]([N:29]1[CH:33]=[CH:32][CH:31]=[CH:30]1)[CH2:14][CH2:15][CH2:16][CH2:17][CH2:18][CH2:19][CH2:20][CH2:21][CH2:22][CH2:23][CH2:24][CH2:25][CH2:26][CH2:27][CH3:28].C1(C)C=CC(S(O)(=O)=O)=CC=1>C(Cl)(Cl)Cl>[CH2:13]([N:29]1[CH:30]=[CH:31][CH:32]=[C:33]1[C:3]1[C:4](=[O:11])[C:5]2[C:10]([C:1](=[O:12])[CH:2]=1)=[CH:9][CH:8]=[CH:7][CH:6]=2)[CH2:14][CH2:15][CH2:16][CH2:17][CH2:18][CH2:19][CH2:20][CH2:21][CH2:22][CH2:23][CH2:24][CH2:25][CH2:26][CH2:27][CH3:28]. Procedure: 6.32 millimol of 1,4-naphthoquinone and 3.16 millimol of N-hexadecylpyrrole were stirred in 50 ml of chloroform in a round-bottomed flask for 5 hours at room temperature, the reaction being catalysed by addition of a few milligrams of para-toluenesulphonic acid. The reaction medium was diluted with 50 ml of chloroform and then washed four times with 50 ml of water and finally with saturated aqueous NaCl solution. The resulting organic phase was dried over Na2SO4 and then concentrated under vacuu... The reactants are fumarate salt, FC1=CC=C(C=C1)C(C1CCNCC1)C1=CC=C(C=C1)F (4-[bis(4-fluorophenyl)methyl]piperidine), ClCCCOC1=CC=C(C(=O)N)C=C1 (4-(3-chloropropoxy)benzamide), C(CCC)O (1-butanol), C([O-])([O-])=O.[K+].[K+] (potassium carbonate), [I-].[K+] (potassium iodide). The solvent is C(Cl)(Cl)Cl (chloroform). The product is C(\C=C\C(=O)O)(=O)O.FC1=CC=C(C=C1)C(C1CCN(CC1)CCCOC1=CC=C(C(=O)N)C=C1)C1=CC=C(C=C1)F (4-[3-[4-[Bis(4-fluorophenyl)methyl]-1-piperidinyl]propoxy]benzamide fumarate). Isolated yield 40.3%. Reaction SMILES: [F:1][C:2]1[CH:7]=[CH:6][C:5]([CH:8]([C:15]2[CH:20]=[CH:19][C:18]([F:21])=[CH:17][CH:16]=2)[CH:9]2[CH2:14][CH2:13][NH:12][CH2:11][CH2:10]2)=[CH:4][CH:3]=1.Cl[CH2:23][CH2:24][CH2:25][O:26][C:27]1[CH:35]=[CH:34][C:30]([C:31]([NH2:33])=[O:32])=[CH:29][CH:28]=1.[C:36](=[O:39])([O-:38])[O-].[K+].[K+].[I-].[K+].C([OH:48])CCC>C(Cl)(Cl)Cl>[C:31]([OH:48])(=[O:32])/[CH:30]=[CH:34]/[C:36]([OH:38])=[O:39].[F:21][C:18]1[CH:17]=[CH:16][C:15]([CH:8]([C:5]2[CH:6]=[CH:7][C:2]([F:1])=[CH:3][CH:4]=2)[CH:9]2[CH2:14][CH2:13][N:12]([CH2:23][CH2:24][CH2:25][O:26][C:27]3[CH:35]=[CH:34][C:30]([C:31]([NH2:33])=[O:32])=[CH:29][CH:28]=3)[CH2:11][CH2:10]2)=[CH:20][CH:19]=1 |f:2.3.4,5.6,9.10|. Procedure details: A mixture of 6.10 g (0.02125 mole) of 4-[bis(4-fluorophenyl)methyl]piperidine and 4.53 g (0.02125 mole) of 4-(3-chloropropoxy)benzamide in 350 ml of 1-butanol containing potassium carbonate (5.53 g, 0.02125 mole) and potassium iodide (0.2 g) was heated overnight at gentle reflux. The reaction was filtered and stripped to dryness. The residue obtained was dissolved in chloroform and extracted with water. The chloroform layer was dried, filtered, and solvent removed to give an oil. This material w...